This data is from the Open Reaction Database (ORD), a public repository of structured organic reaction records. The task is: describe an organic reaction: reactants, conditions, products, and yield The product is COc1cccc(OC)c1-c1ccc(C(=O)O)c(OCc2ccccc2)c1. RXN SMILES: [BH:19]([OH:20])[OH:21].[C:32](=[O:33])([O-:34])[O-:35].[CH2:1]([c:2]1[cH:3][cH:4][cH:5][cH:6][cH:7]1)[O:8][c:9]1[c:10]([C:11](=[O:12])[OH:13])[cH:14][cH:15][c:16]([Cl:18])[cH:17]1.[CH2:38]1[O:39][CH2:40][CH2:41][CH2:42]1.[CH3:22][O:23][c:24]1[cH:25][c:26]([O:30][CH3:31])[cH:27][cH:28][cH:29]1.[CH3:43][CH2:44][O:45][CH2:46][CH3:47].[Cs+:36].[Cs+:37].[O:51]=[C:52]([CH:53]=[CH:54][c:55]1[cH:56][cH:57][cH:58][cH:59][cH:60]1)[CH:61]=[CH:62][c:63]1[cH:64][cH:65][cH:66][cH:67][cH:68]1.[O:69]=[C:70]([CH:71]=[CH:72][c:73]1[cH:74][cH:75][cH:76][cH:77][cH:78]1)[CH:79]=[CH:80][c:81]1[cH:82][cH:83][cH:84][cH:85][cH:86]1.[O:87]=[C:88]([CH:89]=[CH:90][c:91]1[cH:92][cH:93][cH:94][cH:95][cH:96]1)[CH:97]=[CH:98][c:99]1[cH:100][cH:101][cH:102][cH:103][cH:104]1.[OH2:48].[Pd:49].[Pd:50]>>[CH2:1]([c:2]1[cH:3][cH:4][cH:5][cH:6][cH:7]1)[O:8][c:9]1[c:10]([C:11](=[O:12])[OH:13])[cH:14][cH:15][c:16](-[c:25]2[c:24]([O:23][CH3:22])[cH:29][cH:28][cH:27][c:26]2[O:30][CH3:31])[cH:17]1. Reactants: OBO, O=C([O-])[O-], O=C(O)c1ccc(Cl)cc1OCc1ccccc1, C1CCOC1, COc1cccc(OC)c1, CCOCC, [Cs+], [Cs+], O=C(C=Cc1ccccc1)C=Cc1ccccc1, O=C(C=Cc1ccccc1)C=Cc1ccccc1, O=C(C=Cc1ccccc1)C=Cc1ccccc1, O, [Pd], [Pd]. Starting materials: BrC1=CC=CC=2N=C(SC21)N (7-bromobenzo[d]thiazol-2-amine), BrC1=CC2=C(N=C(S2)NC(C)=O)C=C1 (N-(6-bromobenzo[d]thiazol-2-yl)acetamide), BrC1=CC2=C(N=C(S2)N)C=C1 (6-bromobenzo[d]thiazol-2-amine), C(C)(=O)OC(C)=O (acetic anhydride). The reagents and catalysts are CN(C)C=1C=CN=CC1 (DMAP). Solvent: C(Cl)Cl (DCM). Reaction conditions: time 2 hour. Yields the product BrC1=CC=CC=2N=C(SC21)NC(C)=O (N-(7-bromobenzo[d]thiazol-2-yl)acetamide). Yield: 71.7%. RXN SMILES: [Br:1][C:2]1[C:10]2[S:9][C:8]([NH2:11])=[N:7][C:6]=2[CH:5]=[CH:4][CH:3]=1.BrC1C=CC2N=C(N)SC=2C=1.[C:23](OC(=O)C)(=[O:25])[CH3:24].BrC1C=CC2N=C(NC(=O)C)SC=2C=1>CN(C1C=CN=CC=1)C.C(Cl)Cl>[Br:1][C:2]1[C:10]2[S:9][C:8]([NH:11][C:23](=[O:25])[CH3:24])=[N:7][C:6]=2[CH:5]=[CH:4][CH:3]=1. Reported procedure: The mixture (1.02 g, 4.45 mmol) of 7-bromobenzo[d]thiazol-2-amine and 6-bromobenzo[d]thiazol-2-amine and DMAP (620.6 mg, 5.079 mmol) were suspended in DCM (40 mL) and acetic anhydride (0.46 mL, 4.9 mmol) was added. The reaction was stirred under nitrogen at RT for 2 hours and was then quenched with 1 N HCl (25 mL). The layers were separated, and the aqueous phase was extracted with DCM, and the organic extracts were washed with 1 N HCl, dried over sodium sulfate, filtered, and concentrated to pr...